The task is: describe an organic reaction: reactants, conditions, products, and yield. This data is from the Open Reaction Database (ORD), a public repository of structured organic reaction records. Reactants: N1CCCC1 (pyrrolidine), BrC1=CN=CC=2C=CC=C(C12)S(=O)(=O)Cl (4-bromo-5-isoquinolinesulfonyl chloride), ClC1=CN=CC=2C=CC=C(C12)S(=O)(=O)Cl (4-chloro-5-isoquinolinesulfonyl chloride), C(C)(C)(C)OC(=O)N(C)[C@@H]1CNCC1 ((S)-3-[N-(tert-butoxycarbonyl)-N-methylamino]pyrrolidine). Yields the product C(C)(C)(C)OC(=O)N(C)[C@H]1CN(CC1)S(=O)(=O)C=1C=2C(=CN=CC2C=CC1)Cl ((R)-3-[N-(tert-Butoxycarbonyl)-N-methylamino]-1-(4-chloro-5-isoquinolinesulfonyl)pyrrolidine), ClC1=CN=CC=2C=CC=C(C12)S(=O)(=O)N1C[C@@H](CC1)NC ((R)-1-(4-Chloro-5-isoquinolinesulfonyl)-3-(methylamino)pyrrolidine), Cl (hydrochloride). As a reaction SMILES: [Cl:1][C:2]1[C:11]2[C:10]([S:12](Cl)(=[O:14])=[O:13])=[CH:9][CH:8]=[CH:7][C:6]=2[CH:5]=[N:4][CH:3]=1.N1CCCC1.BrC1C2C(S([Cl:35])(=O)=O)=CC=CC=2C=NC=1.[C:36]([O:40][C:41]([N:43]([C@H:45]1[CH2:49][CH2:48][NH:47][CH2:46]1)[CH3:44])=[O:42])([CH3:39])([CH3:38])[CH3:37]>>[C:36]([O:40][C:41]([N:43]([C@@H:45]1[CH2:49][CH2:48][N:47]([S:12]([C:10]2[C:11]3[C:2]([Cl:1])=[CH:3][N:4]=[CH:5][C:6]=3[CH:7]=[CH:8][CH:9]=2)(=[O:14])=[O:13])[CH2:46]1)[CH3:44])=[O:42])([CH3:39])([CH3:37])[CH3:38].[Cl:1][C:2]1[C:11]2[C:10]([S:12]([N:47]3[CH2:48][CH2:49][C@@H:45]([NH:43][CH3:41])[CH2:46]3)(=[O:14])=[O:13])=[CH:9][CH:8]=[CH:7][C:6]=2[CH:5]=[N:4][CH:3]=1.[ClH:35]. Procedure details: (R)-3-[N-(tert-Butoxycarbonyl)-N-methylamino]-1-(4-chloro-5-isoquinolinesulfonyl)pyrrolidine (Intermediate 21b) was prepared by using 4-chloro-5-isoquinolinesulfonyl chloride and (R)-31N-(tert-butoxycarbonyl)-N-methyl-amino]pyrrolidine in the method of Example 1-3, Step A instead of 4-bromo-5-isoquinolinesulfonyl chloride and (S)-3-[N-(tert-butoxycarbonyl)-N-methylamino]pyrrolidine, respectively, and then used in the method of Example 1-3, Step B in a similar manner to obtain the title compound ... Starting materials: N#N.COC1=CC=C2C=CC(=CC2=C1)S(=O)(=O)N[C@@H](CCCNC(N)=N)C(=O)O (N2 (7-methoxy-2-naphthalenesulfonyl)-L-arginine), O.C1(=CC=C(C=C1)S(=O)(=O)O)C (p-toluenesulfonic acid monohydrate). Solvent: C(C1=CC=CC=C1)O (benzyl alcohol), C1=CC=CC=C1 (benzene). Yields the product N#N.C1(=CC=C(C=C1)S(=O)(=O)O)C.C(C1=CC=CC=C1)OC([C@@H](NS(=O)(=O)C1=CC2=CC(=CC=C2C=C1)OC)CCCNC(N)=N)=O (N2 (7-methoxy-2-naphthalenesulfonyl)-L-arginine benzyl ester p-toluenesulfonate). Isolated yield 94.0%. As a reaction SMILES: [N:1]#[N:2].[CH3:3][O:4][C:5]1[CH:14]=[C:13]2[C:8]([CH:9]=[CH:10][C:11]([S:15]([NH:18][C@H:19]([C:27]([OH:29])=[O:28])[CH2:20][CH2:21][CH2:22][NH:23][C:24](=[NH:26])[NH2:25])(=[O:17])=[O:16])=[CH:12]2)=[CH:7][CH:6]=1.O.[C:31]1([CH3:41])[CH:36]=[CH:35][C:34]([S:37]([OH:40])(=[O:39])=[O:38])=[CH:33][CH:32]=1>C(O)C1C=CC=CC=1.C1C=CC=CC=1>[N:1]#[N:2].[C:31]1([CH3:41])[CH:32]=[CH:33][C:34]([S:37]([OH:40])(=[O:38])=[O:39])=[CH:35][CH:36]=1.[CH2:41]([O:28][C:27](=[O:29])[C@H:19]([CH2:20][CH2:21][CH2:22][NH:23][C:24](=[NH:25])[NH2:26])[NH:18][S:15]([C:11]1[CH:10]=[CH:9][C:8]2[C:13](=[CH:14][C:5]([O:4][CH3:3])=[CH:6][CH:7]=2)[CH:12]=1)(=[O:16])=[O:17])[C:31]1[CH:36]=[CH:35][CH:34]=[CH:33][CH:32]=1 |f:0.1,2.3,6.7.8|. Procedure: A mixture of 1.0 gram of N2 -(7-methoxy-2-naphthalenesulfonyl)-L-arginine, 1.0 gram of p-toluenesulfonic acid monohydrate in 5 ml of benzyl alcohol and 30 ml of benzene was refluxed for 5 hours, removing water by azeotropic distillation. After the solvent was removed by distillation, 100 ml of ethyl ether was added to the residae, giving a crystalline mass of N2 -(7-methoxy-2-naphthalenesulfonyl)-L-arginine benzyl ester p-toluenesulfonate in 94% yield; mp. 115 - 117° C. Yield: 33.4%. Reaction SMILES: N[C:2]1[CH:3]=[C:4]([N:8]2[CH:13]=[C:12]([C:14]3[CH:19]=[CH:18][CH:17]=[CH:16][N:15]=3)[CH:11]=[C:10]([C:20]3[CH:25]=[CH:24][CH:23]=[CH:22][C:21]=3[C:26]#[N:27])[C:9]2=[O:28])[CH:5]=[CH:6][CH:7]=1.[S-:29][C:30]#[N:31].[NH4+:32].BrBr.C(=O)([O-])[O-].[K+].[K+]>O.C(OCC)(=O)C.C(O)(=O)C>[NH2:31][C:30]1[S:29][C:2]2[CH:3]=[C:4]([N:8]3[CH:13]=[C:12]([C:14]4[CH:19]=[CH:18][CH:17]=[CH:16][N:15]=4)[CH:11]=[C:10]([C:20]4[CH:25]=[CH:24][CH:23]=[CH:22][C:21]=4[C:26]#[N:27])[C:9]3=[O:28])[CH:5]=[CH:6][C:7]=2[N:32]=1 |f:1.2,4.5.6|. Procedure: 150 mg of 1-(3-aminophenyl)-3-(2-cyanophenyl)-5-(2-pyridyl)-1,2-dihydropyridin-2-one and 63 mg of ammonium thiocyanate were added to 2 ml of acetic acid. The mixture was stirred at room temperature for 1 hour, to which 0.022 ml of bromine was added, and further stirred for 1 hour. The reaction mixture was distributed into the ethyl acetate and water layers, and neutralized with 20% aqueous solution of potassium carbonate. The organic layer was washed with water, dried and concentrated, and the r... Starting materials: C([O-])([O-])=O.[K+].[K+] (potassium carbonate), aqueous solution, NC=1C=C(C=CC1)N1C(C(=CC(=C1)C1=NC=CC=C1)C1=C(C=CC=C1)C#N)=O (1-(3-aminophenyl)-3-(2-cyanophenyl)-5-(2-pyridyl)-1,2-dihydropyridin-2-one), [S-]C#N.[NH4+] (ammonium thiocyanate), BrBr (bromine). Conditions: time 1 hour. Yields the product NC=1SC2=C(N1)C=CC(=C2)N2C(C(=CC(=C2)C2=NC=CC=C2)C2=C(C=CC=C2)C#N)=O (1-(2-Aminobenzothiazol-6-yl)-3-(2-cyanophenyl)-5-(2-pyridyl)-1,2-dihydropyridin-2-one). The solvent is C(C)(=O)OCC (ethyl acetate), C(C)(=O)O (acetic acid), O (water). Reactants: C(#N)[C@@]1(C([C@@H](CC1)NC(OCC1=CC=CC=C1)=O)(C)C)C (benzyl ((1R,3S)-3-cyano-2,2,3-trimethylcyclopentyl)carbamate). Solvent: C1CCOC1 (THF), C1CCOC1 (THF). Conditions: time 14 hour. Yields the product NC[C@@]1(C([C@@H](CC1)NC(OCC1=CC=CC=C1)=O)(C)C)C (benzyl ((1R,3S)-3-(aminomethyl)-2,2,3-trimethyl cyclopentyl)carbamate). The yield is 89.7%. RXN SMILES: [C:1]([C@@:3]1([CH3:21])[CH2:7][CH2:6][C@@H:5]([NH:8][C:9](=[O:18])[O:10][CH2:11][C:12]2[CH:17]=[CH:16][CH:15]=[CH:14][CH:13]=2)[C:4]1([CH3:20])[CH3:19])#[N:2]>C1COCC1>[NH2:2][CH2:1][C@@:3]1([CH3:21])[CH2:7][CH2:6][C@@H:5]([NH:8][C:9](=[O:18])[O:10][CH2:11][C:12]2[CH:13]=[CH:14][CH:15]=[CH:16][CH:17]=2)[C:4]1([CH3:20])[CH3:19]. Reported procedure: To a solution of benzyl ((1R,3S)-3-cyano-2,2,3-trimethylcyclopentyl)carbamate (1.53 g, 5.34 mmol) in THF (10.69 ml) at 0° C. was added a 2 M THF solution of borane-methyl sulfide complex (9.35 ml, 18.70 mmol). The reaction was allowed to warm to room temperature and stirring was continued for 14 hrs. The reaction was cooled to 0° C. and quenched with methanol (8 ml). The reaction solution was partitioned between ethyl acetate and 1.0 N NaOH. The organic extract was washed with brine, dried with ... The reactants are C(C)(C)NC1=CN=CC(=N1)C1=CN(C2=CC=C(C=C12)C1=NSC(=N1)NC(OC(C)(C)C)=O)S(=O)(=O)C1=CC=C(C)C=C1 (tert-butyl (3-(3-(6-(isopropylamino)pyrazin-2-yl)-1-tosyl-1H-indol-5-yl)-1,2,4-thiadiazol-5-yl)carbamate), C(=O)(C(F)(F)F)O (TFA). The solvent is C(Cl)Cl (DCM). Reaction conditions: time 2 hour. The product is C(C)(C)NC1=CN=CC(=N1)C1=CN(C2=CC=C(C=C12)C1=NSC(=N1)N)S(=O)(=O)C1=CC=C(C)C=C1 (3-(3-(6-(isopropylamino)pyrazin-2-yl)-1-tosyl-1H-indol-5-yl)-1,2,4-thiadiazol-5-amine). The yield is 56.9%. RXN SMILES: [CH:1]([NH:4][C:5]1[N:10]=[C:9]([C:11]2[C:19]3[C:14](=[CH:15][CH:16]=[C:17]([C:20]4[N:24]=[C:23]([NH:25]C(=O)OC(C)(C)C)[S:22][N:21]=4)[CH:18]=3)[N:13]([S:33]([C:36]3[CH:42]=[CH:41][C:39]([CH3:40])=[CH:38][CH:37]=3)(=[O:35])=[O:34])[CH:12]=2)[CH:8]=[N:7][CH:6]=1)([CH3:3])[CH3:2].C(O)(C(F)(F)F)=O>C(Cl)Cl>[CH:1]([NH:4][C:5]1[N:10]=[C:9]([C:11]2[C:19]3[C:14](=[CH:15][CH:16]=[C:17]([C:20]4[N:24]=[C:23]([NH2:25])[S:22][N:21]=4)[CH:18]=3)[N:13]([S:33]([C:36]3[CH:37]=[CH:38][C:39]([CH3:40])=[CH:41][CH:42]=3)(=[O:34])=[O:35])[CH:12]=2)[CH:8]=[N:7][CH:6]=1)([CH3:3])[CH3:2]. Reported procedure: To a mixture of tert-butyl (3-(3-(6-(isopropylamino)pyrazin-2-yl)-1-tosyl-1H-indol-5-yl)-1,2,4-thiadiazol-5-yl)carbamate (0.49 g, 0.8 mmol) in DCM (10 mL) was added TFA (4 mL) at 0° C. The reaction was stirred for 2 h at RT. The solvent was then removed in vacuo and the residue was triturated with Et2O to give 3-(3-(6-(isopropylamino)pyrazin-2-yl)-1-tosyl-1H-indol-5-yl)-1,2,4-thiadiazol-5-amine (0.23 g, 56.2%). MS (ESI, pos. ion) m/z: 506.1 (M+1). To a solution of 3-(3-(6-(isopropylamino)pyrazin... Reactants: N1(CCCCC1)CC1CCNCC1 (4-(1-Piperidylmethyl)piperidine), C(=O)=O (carbon dioxide), C=O (formaldehyde), C(#N)CC(=O)O (cyanoacetic acid). Run in CCOCC (ether), O1CCOCC1 (dioxane). Run at temperature 22 celsius, time 2 hour. The product is N1(CCCCC1)CC1CCN(CC1)CC(C#N)=C (2-[4-(1-Piperidylmethyl)-1-piperidyl]methyl propenenitrile). As a reaction SMILES: [N:1]1([CH2:7][CH:8]2[CH2:13][CH2:12][NH:11][CH2:10][CH2:9]2)[CH2:6][CH2:5][CH2:4][CH2:3][CH2:2]1.[C:14]([CH2:16][C:17](O)=O)#[N:15].C=O.[C:22](=O)=O>CCOCC.O1CCOCC1>[N:1]1([CH2:7][CH:8]2[CH2:9][CH2:10][N:11]([CH2:22][C:16](=[CH2:17])[C:14]#[N:15])[CH2:12][CH2:13]2)[CH2:2][CH2:3][CH2:4][CH2:5][CH2:6]1. Procedure details: 4-(1-Piperidylmethyl)piperidine (0.05 mole) was dissolved in 17 ml. of dioxane containing cyanoacetic acid (4.25 g., 0.05 mole) by warming and the solution then cooled to 22° C. Over a 9 minute period, 37% aqueous formaldehyde (8.5 g., 0.1 mole) was dripped in. The temperature throughout the addition was 25°-28° C. It was then warmed to 35°-40° C. for carbon dioxide evolution and maintained then for 2 hours. The mixture was stripped at a bath temperature of 60° C./15 mm. to leave approximately 1... Reactants: ClCCCCBr, CC(=O)Nc1cc(C)cc(C)n1, CN(C)C=O, Cl, [H-], [Na+]. Yields the product CC(=O)N(CCCCCl)c1cc(C)cc(C)n1. RXN SMILES: [Br:15][CH2:16][CH2:17][CH2:18][CH2:19][Cl:20].[CH3:1][c:2]1[cH:3][c:4]([NH:9][C:10]([CH3:11])=[O:12])[n:5][c:6]([CH3:8])[cH:7]1.[CH3:22][N:23]([CH3:24])[CH:25]=[O:26].[ClH:21].[H-:13].[Na+:14]>>[CH3:1][c:2]1[cH:3][c:4]([N:9]([C:10]([CH3:11])=[O:12])[CH2:16][CH2:17][CH2:18][CH2:19][Cl:20])[n:5][c:6]([CH3:8])[cH:7]1. Reactants: O=CO, O=C1C(N2C(=O)c3ccccc3C2=O)Cc2ccccc2C2CCC=CN12, O, O=S(=O)(O)O. The product is O=C(O)C1CCCC2c3ccccc3CC(N3C(=O)c4ccccc4C3=O)C(=O)N12. RXN SMILES: [CH:33](=[O:34])[OH:35].[O:1]=[C:2]1[N:3]([CH:12]2[C:13](=[O:27])[N:14]3[CH:15]([c:16]4[c:17]([cH:19][cH:20][cH:21][cH:22]4)[CH2:18]2)[CH2:23][CH2:24][CH:25]=[CH:26]3)[C:4](=[O:11])[c:5]2[cH:6][cH:7][cH:8][cH:9][c:10]21.[OH2:36].[S:28](=[O:29])(=[O:30])([OH:31])[OH:32]>>[O:1]=[C:2]1[N:3]([CH:12]2[C:13](=[O:27])[N:14]3[CH:15]([c:16]4[c:17]([cH:19][cH:20][cH:21][cH:22]4)[CH2:18]2)[CH2:23][CH2:24][CH2:25][CH:26]3[C:33](=[O:34])[OH:35])[C:4](=[O:11])[c:5]2[cH:6][cH:7][cH:8][cH:9][c:10]21.